From a dataset of the Open Reaction Database (ORD), a public repository of structured organic reaction records. describe an organic reaction: reactants, conditions, products, and yield Starting materials: CCC(=C(C(=O)Nc1ccc(OCCCN(C)C)cc1)c1ccc(OCOC)cc1)c1ccccc1, CO, CCOC(C)=O, Cl, [Na+], O=C([O-])O, O. Product: CCC(=C(C(=O)Nc1ccc(OCCCN(C)C)cc1)c1ccc(O)cc1)c1ccccc1. As a reaction SMILES: [CH3:1][N:2]([CH2:3][CH2:4][CH2:5][O:6][c:7]1[cH:8][cH:9][c:10]([NH:13][C:14]([C:15](=[C:16]([CH2:17][CH3:18])[c:19]2[cH:20][cH:21][cH:22][cH:23][cH:24]2)[c:25]2[cH:26][cH:27][c:28]([O:31][CH2:32][O:33][CH3:34])[cH:29][cH:30]2)=[O:35])[cH:11][cH:12]1)[CH3:36].[CH3:43][OH:44].[CH3:45][CH2:46][O:47][C:48]([CH3:49])=[O:50].[ClH:37].[Na+:42].[O-:38][C:39]([OH:40])=[O:41].[OH2:51]>>[CH3:1][N:2]([CH2:3][CH2:4][CH2:5][O:6][c:7]1[cH:8][cH:9][c:10]([NH:13][C:14]([C:15](=[C:16]([CH2:17][CH3:18])[c:19]2[cH:20][cH:21][cH:22][cH:23][cH:24]2)[c:25]2[cH:26][cH:27][c:28]([OH:31])[cH:29][cH:30]2)=[O:35])[cH:11][cH:12]1)[CH3:36].